Dataset: the Open Reaction Database (ORD), a public repository of structured organic reaction records. Task: describe an organic reaction: reactants, conditions, products, and yield Starting materials: C(\C=C(/C)\CCC=C(C)C)OC=1C=C(C(=O)O)C=CC1OC\C=C(/C)\CCC=C(C)C (3,4-digeranyloxybenzoic acid), NCC1N(CCC1)CC (2-aminomethyl-1-ethylpyrrolidine). The product is C(C)N1C(CCC1)CNC(C1=CC(=C(C=C1)OC\C=C(/C)\CCC=C(C)C)OC\C=C(/C)\CCC=C(C)C)=O (1-ethyl-2-(3,4-digeranyloxybenzoylaminomethyl)pyrrolidine). Isolated yield 72.0%. RXN SMILES: [CH2:1]([O:11][C:12]1[CH:13]=[C:14]([CH:18]=[CH:19][C:20]=1[O:21][CH2:22]/[CH:23]=[C:24](/[CH2:26][CH2:27][CH:28]=[C:29]([CH3:31])[CH3:30])\[CH3:25])[C:15]([OH:17])=O)/[CH:2]=[C:3](/[CH2:5][CH2:6][CH:7]=[C:8]([CH3:10])[CH3:9])\[CH3:4].[NH2:32][CH2:33][CH:34]1[CH2:38][CH2:37][CH2:36][N:35]1[CH2:39][CH3:40]>>[CH2:39]([N:35]1[CH2:36][CH2:37][CH2:38][CH:34]1[CH2:33][NH:32][C:15](=[O:17])[C:14]1[CH:18]=[CH:19][C:20]([O:21][CH2:22]/[CH:23]=[C:24](/[CH2:26][CH2:27][CH:28]=[C:29]([CH3:31])[CH3:30])\[CH3:25])=[C:12]([O:11][CH2:1]/[CH:2]=[C:3](/[CH2:5][CH2:6][CH:7]=[C:8]([CH3:9])[CH3:10])\[CH3:4])[CH:13]=1)[CH3:40]. Procedure details: In a manner identical to Example 15, 3,4-digeranyloxybenzoic acid (2.13 g) was subjected to a condensation reaction with 2-aminomethyl-1-ethylpyrrolidine (0.7mn), thereby yielding 1.93 g (72%) of the aimed compound. Starting materials: ClC1=CC=C2C(=NNC2=C1)C1=CN=C2C(=N1)C(=CN2)C(=O)O (2-(6-chloro-1H-indazol-3-yl)-5H-pyrrolo[3,2-b]pyrazine-7-carboxylic acid), N[C@H](CO)C ((S)-2-aminopropan-1-ol), CCN=C=NCCCN(C)C (EDCI), C=1C=CC2=C(C1)N=NN2O (HOBt), CCN(C(C)C)C(C)C (DIPEA). Run in CN(C)C=O (DMF), O (Water). Run at time 16 hour. Yields the product ClC1=CC=C2C(=NNC2=C1)C1=CN=C2C(=N1)C(=CN2)C(=O)N[C@H](CO)C ((S)-2-(6-chloro-1H-indazol-3-yl)-N-(1-hydroxypropan-2-yl)-5H-pyrrolo[3,2-b]pyrazine-7-carboxamide). The yield is 19.4%. RXN SMILES: [Cl:1][C:2]1[CH:10]=[C:9]2[C:5]([C:6]([C:11]3[N:16]=[C:15]4[C:17]([C:20](O)=[O:21])=[CH:18][NH:19][C:14]4=[N:13][CH:12]=3)=[N:7][NH:8]2)=[CH:4][CH:3]=1.[NH2:23][C@@H:24]([CH3:27])[CH2:25][OH:26].CCN=C=NCCCN(C)C.C1C=CC2N(O)N=NC=2C=1.CCN(C(C)C)C(C)C>CN(C=O)C.O>[Cl:1][C:2]1[CH:10]=[C:9]2[C:5]([C:6]([C:11]3[N:16]=[C:15]4[C:17]([C:20]([NH:23][C@@H:24]([CH3:27])[CH2:25][OH:26])=[O:21])=[CH:18][NH:19][C:14]4=[N:13][CH:12]=3)=[N:7][NH:8]2)=[CH:4][CH:3]=1. Reported procedure: A mixture of 2-(6-chloro-1H-indazol-3-yl)-5H-pyrrolo[3,2-b]pyrazine-7-carboxylic acid (200 mg, 0.638 mmol), (S)-2-aminopropan-1-ol (57 mg, 0.765 mmol), EDCI (366 mg, 1.914 mmol), HOBt (258 mg, 1.914 mmol) and DIPEA (247 mg, 1.914 mmol) in dry DMF (10 mL) was stirred for 16 hours at room temperature. Water (10 mL) was added, the formed precipitate was separated by filtration, washed with methanol (1 mL) then was purified by preparative-HPLC (Gemini 5u C18 150×21.2 mm; inject volume: 3 mL/inj, flo...